From a dataset of the Open Reaction Database (ORD), a public repository of structured organic reaction records. describe an organic reaction: reactants, conditions, products, and yield Reactants: N[C@H]([C@@H](C)CC)C(=O)O ((-)-D-allo-isoleucine), N(=O)[O-].[Na+] (NaNO2), [Na+].[Cl-] (NaCl), C(=O)(O)[O-].[Na+] (NaHCO3). The solvent is OS(=O)(=O)O (H2SO4), O (water). Run at time 8 hour. Yields the product O[C@@H](C(=O)O)[C@H](CC)C ((2R,3S)-2-hydroxy-3-methylpentanoic acid). As a reaction SMILES: N[C@@H:2]([C:7]([OH:9])=[O:8])[C@H:3]([CH2:5][CH3:6])[CH3:4].N([O-])=[O:11].[Na+].C([O-])(O)=O.[Na+].[Na+].[Cl-]>OS(O)(=O)=O.O>[OH:11][C@H:2]([C@@H:3]([CH3:4])[CH2:5][CH3:6])[C:7]([OH:9])=[O:8] |f:1.2,3.4,5.6|. Reported procedure: To a solution of (-)-D-allo-isoleucine [1.00 g, 7.634 mmol, [α]D20 =-37°(5% in 6M HCl)] in 26 ml of 1N aq. H2SO4 at 2° was slowly added (ca. 12 h) a solution of NaNO2 (1.67 g, 24.13 mmol) in 26 ml of demineralised water. After stirring overnight at room temperature, 0.62 g of powdered NaHCO3 were added to bring the pH above 2. The solution was saturated with NaCl and extracted 6 times with ethyl acetate, maintaining the pH between 2 and 3 (1N aq. H2SO4, pH meter). After drying (Na2SO4), the orga... Starting materials: COC(CBr)(CBr)OC, O=C([O-])CC(=O)[O-], CC(C)OC(=O)CC(=O)OC(C)C, [Cl-], [H-], [NH4+], [Na+], CN(C)C=O. Product: COC1(OC)CC(C(=O)OC(C)C)(C(=O)OC(C)C)C1. Reaction SMILES: [Br:23][CH2:24][C:25]([CH2:26][Br:27])([O:28][CH3:29])[O:30][CH3:31].[C:16]([O-:17])(=[O:18])[CH2:19][C:20]([O-:21])=[O:22].[C:3]([CH2:4][C:5](=[O:6])[O:7][CH:8]([CH3:9])[CH3:10])(=[O:11])[O:12][CH:13]([CH3:14])[CH3:15].[Cl-:32].[H-:2].[NH4+:33].[Na+:1].[O:34]=[CH:35][N:36]([CH3:37])[CH3:38]>>[C:3]([C:4]1([C:5](=[O:6])[O:7][CH:8]([CH3:9])[CH3:10])[CH2:24][C:25]([O:28][CH3:29])([O:30][CH3:31])[CH2:26]1)(=[O:11])[O:12][CH:13]([CH3:14])[CH3:15]. The reactants are C1=NC2=C(C(=N1)Cl)N=CN2[C@H]3[C@@H]([C@@H]([C@H](O3)CO)O)O (6-chloropurine riboside), C(=O)([O-])[O-].[Ca+2] (CaCO3), CNN1C=CC=C1 (N-methyl-N-(1H-pyrrol-1-yl)amine). Solvent: C(C)O (ethanol). Conditions: temperature 80 celsius, time 3 hour. Yields the product CN(C1=C2N=CN(C2=NC=N1)[C@H]1[C@H](O)[C@H](O)[C@H](O1)CO)N1C=CC=C1 (N-methyl-N-(1H-pyrrol-1-yl)-9-β-D-ribofuranosyl-9H-purin-6-amine). Isolated yield 40.8%. Reaction SMILES: [CH:1]1[N:6]=[C:5](Cl)[C:4]2[N:8]=[CH:9][N:10]([C@@H:11]3[O:15][C@H:14]([CH2:16][OH:17])[C@@H:13]([OH:18])[C@H:12]3[OH:19])[C:3]=2[N:2]=1.C([O-])([O-])=O.[Ca+2].[CH3:25][NH:26][N:27]1[CH:31]=[CH:30][CH:29]=[CH:28]1>C(O)C>[CH3:25][N:26]([N:27]1[CH:31]=[CH:30][CH:29]=[CH:28]1)[C:5]1[N:6]=[CH:1][N:2]=[C:3]2[C:4]=1[N:8]=[CH:9][N:10]2[C@@H:11]1[O:15][C@H:14]([CH2:16][OH:17])[C@@H:13]([OH:18])[C@H:12]1[OH:19] |f:1.2|. Reported procedure: To 100 ml absolute ethanol was added 6-chloropurine riboside (5.0 g, 0.017 mole), CaCO3 (3.5 g, 0.035 mole), and N-methyl-N-(1H-pyrrol-1-yl)amine (3.3 g, 0.035 mole). After stirring at 80° C. for three hours, the mixture was filtered, then evaporated to a solid which was eluted on a silica gel column with 5% methanol/dichloromethane via high pressure liquid chromatography to give a solid after evaporation, 4.0 g, m.p. 195°-197° C. This material was recrystallized from acetonitrile to give 2.4 g ...